The task is: describe an organic reaction: reactants, conditions, products, and yield. This data is from the Open Reaction Database (ORD), a public repository of structured organic reaction records. Starting materials: CC1=C(C=C(C=C1)NC(=O)C1=CSC=C1)B1OC(C(O1)(C)C)(C)C (N-[4-methyl-3-(4,4,5,5-tetramethyl-[1,3,2]dioxaborolan-2-yl)-phenyl]-3-thiopheneamide), CC1=C(C=C(C=C1)NC(=O)C1=CSC=C1)B1OC(C(O1)(C)C)(C)C (N-[4-methyl-3-(4,4,5,5-tetramethyl-[1,3,2]dioxaborolan-2-yl)-phenyl]-3-thiopheneamide), C([O-])([O-])=O.[Na+].[Na+] (sodium carbonate), BrC1=CC2=C(C(=NO2)C2CCNCC2)C=C1 (6-bromo-3-piperidin-4-yl-1,2-benzisoxazole). Reagents/catalysts: [Pd].C1(=CC=CC=C1)P(C1=CC=CC=C1)C1=CC=CC=C1.C1(=CC=CC=C1)P(C1=CC=CC=C1)C1=CC=CC=C1.C1(=CC=CC=C1)P(C1=CC=CC=C1)C1=CC=CC=C1.C1(=CC=CC=C1)P(C1=CC=CC=C1)C1=CC=CC=C1 (tetrakis (triphenylphosphine) palladium). The solvent is CN(C)C=O (DMF). The product is CC1=C(C=C(C=C1)NC(=O)C1=CSC=C1)C1=CC2=C(C(=NO2)C2CCNCC2)C=C1 (N-[4-Methyl-3-(3-piperidin-4-yl-1,2-benzisoxazol-6-yl)phenyl]thiophene-3-carboxamide). Yield: 60.5%. Reaction SMILES: [CH3:1][C:2]1[CH:7]=[CH:6][C:5]([NH:8][C:9]([C:11]2[CH:15]=[CH:14][S:13][CH:12]=2)=[O:10])=[CH:4][C:3]=1B1OC(C)(C)C(C)(C)O1.C(=O)([O-])[O-].[Na+].[Na+].Br[C:32]1[CH:46]=[CH:45][C:35]2[C:36]([CH:39]3[CH2:44][CH2:43][NH:42][CH2:41][CH2:40]3)=[N:37][O:38][C:34]=2[CH:33]=1>[Pd].C1(P(C2C=CC=CC=2)C2C=CC=CC=2)C=CC=CC=1.C1(P(C2C=CC=CC=2)C2C=CC=CC=2)C=CC=CC=1.C1(P(C2C=CC=CC=2)C2C=CC=CC=2)C=CC=CC=1.C1(P(C2C=CC=CC=2)C2C=CC=CC=2)C=CC=CC=1.CN(C=O)C>[CH3:1][C:2]1[CH:7]=[CH:6][C:5]([NH:8][C:9]([C:11]2[CH:15]=[CH:14][S:13][CH:12]=2)=[O:10])=[CH:4][C:3]=1[C:32]1[CH:46]=[CH:45][C:35]2[C:36]([CH:39]3[CH2:40][CH2:41][NH:42][CH2:43][CH2:44]3)=[N:37][O:38][C:34]=2[CH:33]=1 |f:1.2.3,5.6.7.8.9|. Reported procedure: N-[4-Methyl-3-(4,4,5,5-tetramethyl-[1,3,2]dioxaborolan-2-yl)-phenyl]thiophene-3-amide (Intermediate 15, 50 mg), DMF (1.5 ml), aqueous sodium carbonate (1M, 0.75 ml), tetrakis (triphenylphosphine) palladium (7.5 mg) and 6-bromo-3-piperidin-4-yl-1,2-benzisoxazole (41 mg) were heated together at 80° C. under nitrogen for 18 h. The solvent was evaporated, and the residue was purified by column chromatography on silica (10 g ) eluting with dichloromethane:ethanol:ammonia (100:8:1) to give the title c... Reactants: C(C1=CC=CC=C1)Br (benzyl bromide), N[C@H]1COC2=C(C1)C(=CC=C2Br)OC ((R)-3-Amino-8-bromo-5-methoxy-3,4-dihydro-2H-1-benzopyran), C([O-])([O-])=O.[K+].[K+] (potassium carbonate). Solvent: C(C)#N (acetonitrile). Reaction conditions: temperature 85 celsius. Product: BrC1=CC=C(C=2C[C@H](COC21)N(CC2=CC=CC=C2)CC2=CC=CC=C2)OC ((R) -8-Bromo-3-(N,N-dibenzylamino)-5-methoxy-3,4-dihydro-2H-1-benzopyran). Isolated yield 155.5%. RXN SMILES: [NH2:1][C@@H:2]1[CH2:7][C:6]2[C:8]([O:13][CH3:14])=[CH:9][CH:10]=[C:11]([Br:12])[C:5]=2[O:4][CH2:3]1.[CH2:15](Br)[C:16]1[CH:21]=[CH:20][CH:19]=[CH:18][CH:17]=1.C(=O)([O-])[O-].[K+].[K+]>C(#N)C>[Br:12][C:11]1[C:5]2[O:4][CH2:3][C@H:2]([N:1]([CH2:7][C:6]3[CH:8]=[CH:9][CH:10]=[CH:11][CH:5]=3)[CH2:15][C:16]3[CH:21]=[CH:20][CH:19]=[CH:18][CH:17]=3)[CH2:7][C:6]=2[C:8]([O:13][CH3:14])=[CH:9][CH:10]=1 |f:2.3.4|. Procedure details: (R)-3-Amino-8-bromo-5-methoxy-3,4-dihydro-2H-1-benzopyran (11.5 g, 44 mmol) was dissolved in 400 mL anhydrous acetonitrile and to the reaction were benzyl bromide (13 mL, 110 mmol), anhydrous potassium carbonate (grounded) (16 g, 116 mmol), and a catalytic amount of KI added and then heated to 85° C. for 48 h. The solvent was removed in vacuo, the remains were taken into a 2M solution of NH3 and then extracted twice with ether. The combined ether portions were treated with brine, dried (MgSO4), ... Reactants: C(C1=CC=CC=C1)(C1=CC=CC=C1)OC(=O)CC(=O)NC=1N2C(C(C2SCC1C1=CN=C(S1)NC(CNC(C1=CC=CC=C1)(C1=CC=CC=C1)C1=CC=CC=C1)=O)SC1=CC(=C(C=C1)Cl)Cl)=O (2-Benzhydryloxycarbonyl-7-(3,4-dichlorophenylthio)-acetamido-8-oxo-3-(2-tritylaminoacetamido-thiazol-5-yl)-5-thia-1-azabicyclo[4.2.0]oct-2-ene). Solvent: C(=O)O (formic acid). The product is C(=O)(O)CC(=O)NC=1N2C(C(C2SCC1C1=CN=C(S1)NC(CN)=O)SC1=CC(=C(C=C1)Cl)Cl)=O (2-carboxy-7-(3,4-dichlorophenylthio)-acetamido-3-(2-glycylamino-thiazol-5-yl)-8-oxo-5-thia-1-azabicyclo[4.2.0]oct-2-ene). Isolated yield 48.9%. As a reaction SMILES: C([O:14][C:15]([CH2:17][C:18]([NH:20][C:21]1[N:22]2[CH:25]([S:26][CH2:27][C:28]=1[C:29]1[S:33][C:32]([NH:34][C:35](=[O:57])[CH2:36][NH:37]C(C3C=CC=CC=3)(C3C=CC=CC=3)C3C=CC=CC=3)=[N:31][CH:30]=1)[CH:24]([S:58][C:59]1[CH:64]=[CH:63][C:62]([Cl:65])=[C:61]([Cl:66])[CH:60]=1)[C:23]2=[O:67])=[O:19])=[O:16])(C1C=CC=CC=1)C1C=CC=CC=1>C(O)=O>[C:15]([CH2:17][C:18]([NH:20][C:21]1[N:22]2[CH:25]([S:26][CH2:27][C:28]=1[C:29]1[S:33][C:32]([NH:34][C:35](=[O:57])[CH2:36][NH2:37])=[N:31][CH:30]=1)[CH:24]([S:58][C:59]1[CH:64]=[CH:63][C:62]([Cl:65])=[C:61]([Cl:66])[CH:60]=1)[C:23]2=[O:67])=[O:19])([OH:16])=[O:14]. Procedure: 2-Benzhydryloxycarbonyl-7-(3,4-dichlorophenylthio)-acetamido-8-oxo-3-(2-tritylaminoacetamido-thiazol-5-yl)-5-thia-1-azabicyclo[4.2.0]oct-2-ene (1.61 g) is treated with formic acid (30 cc) and distilled water (3 cc) at 50° C. for 30 minutes and then concentrated to dryness under reduced pressure (2 mm Hg; 0.27 kPa) at 40° C. The residue is treated in accordance with the working method described in Example 24, to give 2-carboxy-7-(3,4-dichlorophenylthio)-acetamido-3-(2-glycylamino-thiazol-5-yl)-8-... The reactants are CC(C)(C)c1ccc2c(c1)nc(CC1CC(C=O)C1)n2COCC[Si](C)(C)C, CC(=O)O[BH-](OC(C)=O)OC(C)=O, CC(C)NCC1CC(n2ccc3c(N)ncnc32)C2OC(C)(C)OC12, ClCCCl, [Mg+2], [Na+], O=S(=O)([O-])[O-]. The product is CC(C)N(CC1CC(Cc2nc3cc(C(C)(C)C)ccc3n2COCC[Si](C)(C)C)C1)CC1CC(n2ccc3c(N)ncnc32)C2OC(C)(C)OC12. RXN SMILES: [C:1]([CH3:2])([CH3:3])([CH3:4])[c:5]1[cH:6][c:7]2[c:8]([n:9]([CH2:19][O:20][CH2:21][CH2:22][Si:23]([CH3:24])([CH3:25])[CH3:26])[c:10]([CH2:12][CH:13]3[CH2:14][CH:15]([CH:17]=[O:18])[CH2:16]3)[n:11]2)[cH:27][cH:28]1.[C:60]([O:61][BH-:62]([O:63][C:64](=[O:65])[CH3:66])[O:67][C:68](=[O:69])[CH3:70])(=[O:71])[CH3:72].[CH3:29][C:30]1([CH3:53])[O:31][CH:32]2[CH:33]([O:34]1)[CH:35]([CH2:48][NH:49][CH:50]([CH3:51])[CH3:52])[CH2:36][CH:37]2[n:38]1[cH:39][cH:40][c:41]2[c:42]1[n:43][cH:44][n:45][c:46]2[NH2:47].[Cl:74][CH2:75][CH2:76][Cl:77].[Mg+2:54].[Na+:73].[O-:55][S:56](=[O:57])(=[O:58])[O-:59]>>[C:1]([CH3:2])([CH3:3])([CH3:4])[c:5]1[cH:6][c:7]2[c:8]([n:9]([CH2:19][O:20][CH2:21][CH2:22][Si:23]([CH3:24])([CH3:25])[CH3:26])[c:10]([CH2:12][CH:13]3[CH2:14][CH:15]([CH2:17][N:49]([CH2:48][CH:35]4[CH:33]5[CH:32]([O:31][C:30]([CH3:29])([CH3:53])[O:34]5)[CH:37]([n:38]5[cH:39][cH:40][c:41]6[c:42]5[n:43][cH:44][n:45][c:46]6[NH2:47])[CH2:36]4)[CH:50]([CH3:51])[CH3:52])[CH2:16]3)[n:11]2)[cH:27][cH:28]1. Reactants: ice water, OC1=C(C=C(C=C1)OC)C(C)=O (2′-hydroxy-5′-methoxyacetophenone), [H-].[Na+] (sodium hydride), BrCC(C)C (1-bromo-2-methylpropane). Run in CN(C=O)C (dimethylformamide). Reaction conditions: temperature 80 celsius. Product: C(C(C)C)OC1=C(C=C(C=C1)OC)C(C)=O (1-(2-isobutoxy-5-methoxyphenyl)ethanone). As a reaction SMILES: [OH:1][C:2]1[CH:7]=[CH:6][C:5]([O:8][CH3:9])=[CH:4][C:3]=1[C:10](=[O:12])[CH3:11].[H-].[Na+].Br[CH2:16][CH:17]([CH3:19])[CH3:18]>CN(C)C=O>[CH2:16]([O:1][C:2]1[CH:7]=[CH:6][C:5]([O:8][CH3:9])=[CH:4][C:3]=1[C:10](=[O:12])[CH3:11])[CH:17]([CH3:19])[CH3:18] |f:1.2|. Procedure: A mixture of 10 g (0.06 mol) of 2′-hydroxy-5′-methoxyacetophenone, 2.6 g (0.066 mol) of 60% sodium hydride and 150 ml of dimethylformamide is heated for one hour at 80° C. 7.2 ml (0.066 mol) of 1-bromo-2-methylpropane are added dropwise. The mixture is heated for ten hours at 80° C. and is then poured into ice-water and extracted with ether. The ether solution is washed with normal sodium hydroxide solution. The dried (Na2SO4) organic phase is evaporated under reduced pressure (8.2 g; 62%). Reactants: C=1C=CC2=C(C1)N=NN2O (HOBT), C(CCl)Cl (EDC), CN1CCOCC1 (N-methylmorpholine), Cl (HCl), C(C1=CC=CC=C1)N (Benzylamine), [Li+].C[Si](C)(C)[N-][Si](C)(C)C (LiHMDS), FC([C@@H]1CC[C@@H](CN1)C(=O)O)(F)F (cis-6-(trifluoromethyl)-3-piperidinecarboxylic acid), ClC1=NC(=NC(=C1)Cl)SC (4,6-dichloro-2-(methylthio)pyrimidine). Solvent: O (water), O (Water), C1CCOC1 (THF). Reaction conditions: time 5 minute. Yields the product ClC1=CC(=NC(=N1)SC)N1C[C@H](CC[C@H]1C(F)(F)F)C(=O)NCC1=CC=CC=C1 (Cis-1-[6-chloro-2-(methylthio)-4-pyrimidinyl]-N-(phenylmethyl)-6-(trifluoromethyl)-3-piperidinecarboxamide). Isolated yield 43.4%. As a reaction SMILES: [F:1][C:2]([F:13])([F:12])[C@H:3]1[NH:8][CH2:7][C@@H:6]([C:9]([OH:11])=O)[CH2:5][CH2:4]1.[Li+].C[Si]([N-][Si](C)(C)C)(C)C.Cl[C:25]1[CH:30]=[C:29]([Cl:31])[N:28]=[C:27]([S:32][CH3:33])[N:26]=1.Cl.C1C=CC2N(O)N=NC=2C=1.C(Cl)CCl.CN1CCOCC1.[CH2:56]([NH2:63])[C:57]1[CH:62]=[CH:61][CH:60]=[CH:59][CH:58]=1>C1COCC1.O>[Cl:31][C:29]1[N:28]=[C:27]([S:32][CH3:33])[N:26]=[C:25]([N:8]2[C@H:3]([C:2]([F:1])([F:13])[F:12])[CH2:4][CH2:5][C@H:6]([C:9]([NH:63][CH2:56][C:57]3[CH:62]=[CH:61][CH:60]=[CH:59][CH:58]=3)=[O:11])[CH2:7]2)[CH:30]=1 |f:1.2|. Procedure details: To cis-6-(trifluoromethyl)-3-piperidinecarboxylic acid (50 mg, 0.254 mmol) in THF (1.5 mL) into a 5 mL sealable vial were added molecular sieves, and the resulting mixture was stirred for 5 minutes. LiHMDS (0.888 mL, 0.888 mmol) was added dropwise, and the resulting mixture was stirred at room temperature for 2 minutes, then added 4,6-dichloro-2-(methylthio)pyrimidine (59.4 mg, 0.304 mmol). The reaction was check by LCMS after 5 minutes and observed a very clean conversion. The reaction was then... Reactants: [C@@H]12[C@@H](CCCC1)C(=O)OC2=O (cis-1,2-cyclohexanedicarboxylic anhydride), [Mg] (magnesium), II (iodine), S(O)(O)(=O)=O (sulfuric acid), BrC1=CC(=CC(=C1)F)F (1-bromo-3,5-difluorobenzene). The solvent is CCOCC (ether). Run at temperature -78 celsius, time 2 hour. Product: FC=1C=C(C=C(C1)F)C(=O)[C@@H]1[C@@H](CCCC1)C(=O)O (cis-2-(3,5-difluorophenylcarbonyl)-cyclohexanecarboxylic acid). Reaction SMILES: [Mg].II.Br[C:5]1[CH:10]=[C:9]([F:11])[CH:8]=[C:7]([F:12])[CH:6]=1.[C@@H:13]12[C:22](=[O:23])[O:21][C:19](=[O:20])[C@@H:14]1[CH2:15][CH2:16][CH2:17][CH2:18]2.S(=O)(=O)(O)O>CCOCC>[F:12][C:7]1[CH:6]=[C:5]([C:22]([C@H:13]2[CH2:18][CH2:17][CH2:16][CH2:15][C@H:14]2[C:19]([OH:21])=[O:20])=[O:23])[CH:10]=[C:9]([F:11])[CH:8]=1. Procedure: A dry three-neck, round-bottom flask, equipped with a reflux condenser, was charged with magnesium turnings (1.89 g, 78 mmol) and iodine (0.131 g, 0.518 mmol). The apparatus was capped tightly with septa and purged with N2, and then anhydrous diethyl ether (80 mL) was added by cannula. The reaction mixture was stirred for 2 h, during which time the iodine was consumed. The flask was cooled with an ice bath, and then 1-bromo-3,5-difluorobenzene (10 g, 51.8 mmol) was injected in portions with stir...